Dataset: the Open Reaction Database (ORD), a public repository of structured organic reaction records. Task: describe an organic reaction: reactants, conditions, products, and yield Starting materials: CCCC(Br)C(=O)OCC, O=C([O-])[O-], Cc1nn2c(-c3ccc(Cl)cc3Cl)c(C)oc2c1O, [Cs+], [Cs+], [Na+], O=C([O-])O, CN(C)C=O. Yields the product CCCC(Oc1c(C)nn2c(-c3ccc(Cl)cc3Cl)c(C)oc12)C(=O)OCC. RXN SMILES: [Br:26][CH:27]([C:28](=[O:29])[O:30][CH2:31][CH3:32])[CH2:33][CH2:34][CH3:35].[C:20](=[O:21])([O-:22])[O-:23].[Cl:1][c:2]1[c:3](-[c:9]2[n:10]3[c:11]([o:12][c:13]2[CH3:14])[c:15]([OH:19])[c:16]([CH3:18])[n:17]3)[cH:4][cH:5][c:6]([Cl:8])[cH:7]1.[Cs+:24].[Cs+:25].[Na+:40].[O-:36][C:37]([OH:38])=[O:39].[O:41]=[CH:42][N:43]([CH3:44])[CH3:45]>>[Cl:1][c:2]1[c:3](-[c:9]2[n:10]3[c:11]([o:12][c:13]2[CH3:14])[c:15]([O:19][CH:27]([C:28](=[O:29])[O:30][CH2:31][CH3:32])[CH2:33][CH2:34][CH3:35])[c:16]([CH3:18])[n:17]3)[cH:4][cH:5][c:6]([Cl:8])[cH:7]1. The reactants are ClC=1C=2N(C3=CC(=CC=C3N1)Cl)C=CN2 (4,8-dichloroimidazo[1,2-a]quinoxaline), C1(CCCCC1)N (cyclohexylamine). As a reaction SMILES: Cl[C:2]1[C:3]2[N:4]([CH:13]=[CH:14][N:15]=2)[C:5]2[C:10]([N:11]=1)=[CH:9][CH:8]=[C:7]([Cl:12])[CH:6]=2.[CH:16]1([NH2:22])[CH2:21][CH2:20][CH2:19][CH2:18][CH2:17]1>>[CH:16]1([NH:22][C:13]2[N:4]3[C:5]4[C:10]([N:11]=[CH:2][C:3]3=[N:15][CH:14]=2)=[CH:9][CH:8]=[C:7]([Cl:12])[CH:6]=4)[CH2:21][CH2:20][CH2:19][CH2:18][CH2:17]1. Yields the product C1(CCCCC1)NC1=CN=C2N1C1=CC(=CC=C1N=C2)Cl (1-cyclohexylamino-8-chloroimidazo[1,2-a]quinoxaline). Procedure: By reaction of 4,8-dichloroimidazo[1,2-a]quinoxaline (example 18) with cyclohexylamine, following a procedure that is similar to that described in example 3, there is obtained 4-(1-cyclohexylamino-8-chloroimidazo[1,2-a]quinoxaline. m.p. (DSC)=126.7° C.(onset); IR (KBr): 3413, 2926, 1555 cm-1 ; 1H-NMR (CDCl3): δ7.85 (1H,s), 7.7÷7.2 (4H,m), 6.1 (1H,d), 4.2 (1H,m), 2.3÷2.0 (4H,m), 2.0÷1.2 (6H,m); UV (EtOH): λmax =229, 245, 289, 301, 326, 340 nm. Elementary analysis for C16H17ClN4 (m.w. 300.79): cal... The reactants are O(C1=CC=CC=C1)C1=C(C(=O)NC2=CC3=C(N(C=N3)C(CC(=O)OCC)C3=CC=CC=C3)C=C2)C=CC=C1 (ethyl 3-{5-[(2-phenoxybenzoyl)amino]-1H-benzimidazol-1-yl}-3-phenylpropanoate), solution, C(C)#N (acetonitrile). Run in Cl (hydrochloric acid). Run at time 48 hour. Product: O(C1=CC=CC=C1)C1=C(C(=O)NC2=CC3=C(N(C=N3)C(CC(=O)O)C3=CC=CC=C3)C=C2)C=CC=C1 (3-{5-[(2-Phenoxybenzoyl)amino]-1H-benzimidazol-1-yl}-3-phenylpropanoic acid), Phase I. As a reaction SMILES: [O:1]([C:8]1[CH:38]=[CH:37][CH:36]=[CH:35][C:9]=1[C:10]([NH:12][C:13]1[CH:34]=[CH:33][C:16]2[N:17]([CH:20]([C:27]3[CH:32]=[CH:31][CH:30]=[CH:29][CH:28]=3)[CH2:21][C:22]([O:24]CC)=[O:23])[CH:18]=[N:19][C:15]=2[CH:14]=1)=[O:11])[C:2]1[CH:7]=[CH:6][CH:5]=[CH:4][CH:3]=1.C(#N)C>Cl>[O:1]([C:8]1[CH:38]=[CH:37][CH:36]=[CH:35][C:9]=1[C:10]([NH:12][C:13]1[CH:34]=[CH:33][C:16]2[N:17]([CH:20]([C:27]3[CH:28]=[CH:29][CH:30]=[CH:31][CH:32]=3)[CH2:21][C:22]([OH:24])=[O:23])[CH:18]=[N:19][C:15]=2[CH:14]=1)=[O:11])[C:2]1[CH:3]=[CH:4][CH:5]=[CH:6][CH:7]=1. Procedure: A solution of ethyl 3-{5-[(2-phenoxybenzoyl)amino]-1H-benzimidazol-1-yl}-3-phenylpropanoate (68 mg, 135 μmol) in a mixture of hydrochloric acid (20 mL of a 5N solution) and acetonitrile (20 mL) was stirred at room temperature for 48 hours. The solution was then concentrated in vacuo, and the resulting solid filtered off and vacuum-dried to afford the title compound, [LCMS (Method A, Mobile Phase I) RT=2.70 min, MH+ 478].